This data is from the Open Reaction Database (ORD), a public repository of structured organic reaction records. The task is: describe an organic reaction: reactants, conditions, products, and yield The reactants are ClCCl, OCc1ccc(-c2ccc(OC(F)(F)F)cc2)nc1, O=S(Cl)Cl. The product is FC(F)(F)Oc1ccc(-c2ccc(CCl)cn2)cc1. As a reaction SMILES: [Cl:24][CH2:25][Cl:26].[F:1][C:2]([O:3][c:4]1[cH:5][cH:6][c:7](-[c:10]2[cH:11][cH:12][c:13]([CH2:16][OH:17])[cH:14][n:15]2)[cH:8][cH:9]1)([F:18])[F:19].[S:20]([Cl:21])([Cl:22])=[O:23]>>[F:1][C:2]([O:3][c:4]1[cH:5][cH:6][c:7](-[c:10]2[cH:11][cH:12][c:13]([CH2:16][Cl:22])[cH:14][n:15]2)[cH:8][cH:9]1)([F:18])[F:19].